This data is from the Open Reaction Database (ORD), a public repository of structured organic reaction records. The task is: describe an organic reaction: reactants, conditions, products, and yield Reactants: 38.5, CC(=CC1=CC=CC=C1)N1C(NC2=C1C=CC=C2)=O (1,3-dihydro-1-(1-methyl-2-phenylethenyl)-2H-benzimidazol-2-one), [OH-].[Na+] (sodium hydroxide), BrCCCCCl (1-bromo-4-chlorobutane). Reagents/catalysts: [Cl-].C(C)[N+](CC1=CC=CC=C1)(CC)CC (N,N,N-triethylbenzenemethanaminium chloride). Solvent: O (water). Reaction conditions: temperature 55 celsius, time 4 hour. Yields the product 53, ClCCCCN1C(N(C2=C1C=CC=C2)C(=CC2=CC=CC=C2)C)=O (1-(4-chlorobutyl)-1,3-dihydro-3-(1-methyl-2-phenylethenyl)-2H-benzimidazol-2-one). Reaction SMILES: [CH3:1][C:2]([N:10]1[C:14]2[CH:15]=[CH:16][CH:17]=[CH:18][C:13]=2[NH:12][C:11]1=[O:19])=[CH:3][C:4]1[CH:9]=[CH:8][CH:7]=[CH:6][CH:5]=1.[OH-].[Na+].Br[CH2:23][CH2:24][CH2:25][CH2:26][Cl:27]>[Cl-].C([N+](CC)(CC)CC1C=CC=CC=1)C.O>[Cl:27][CH2:26][CH2:25][CH2:24][CH2:23][N:12]1[C:13]2[CH:18]=[CH:17][CH:16]=[CH:15][C:14]=2[N:10]([C:2]([CH3:1])=[CH:3][C:4]2[CH:5]=[CH:6][CH:7]=[CH:8][CH:9]=2)[C:11]1=[O:19] |f:1.2,4.5|. Procedure: A mixture of 38.5 parts of 1,3-dihydro-1-(1-methyl-2-phenylethenyl)-2H-benzimidazol-2-one, 5 parts of N,N,N-triethylbenzenemethanaminium chloride and 225 parts of sodium hydroxide solution 60% is stirred and heated at 55° C. Then there are added dropwise 30.9 parts of 1-bromo-4-chlorobutane. Upon completion, stirring at 55° C is continued for 4 hours. The reaction mixture is cooled, water is added and the oily product is extracted with methylbenzene. The extract is dried, filtered and evaporated... Starting materials: NC=1C(=CC=CC1)C (o-toluidine), [S] (sulfur), C(=S)=S (carbon disulfide). Run at time 90 minute. The product is SC=1SC2=C(N1)C(=CC=C2)C (2-mercapto-4-methylbenzothiazole). Isolated yield 46.0%. As a reaction SMILES: [NH2:1][C:2]1[C:3]([CH3:8])=[CH:4][CH:5]=[CH:6][CH:7]=1.[S].[C:10](=[S:12])=[S:11]>>[SH:12][C:10]1[S:11][C:7]2[CH:6]=[CH:5][CH:4]=[C:3]([CH3:8])[C:2]=2[N:1]=1 |^3:8|. Reported procedure: Into a 500 ml reactor were charged o-toluidine (27 g), sulfur (8g), and carbon disulfide (22 g). Seventy minutes of electrically heating the system was required to elevate the temperature to 275°C (240 psig original pressure at 275°C). After 21/2 hours at 275°C (the pressure leveled out at 470 psig in 90 minutes) the heat source was removed and the reactor was cooled. The reaction mixture was mixed with 200 g water containing 16 g sodium hydroxide. Tar-like residue (18.5 g) was removed by decant... Reactants: O=S1(=O)N(CCCBr)c2ccccc2N1c1ccc(Cl)cc1F, OCCBr, C1CCOC1, c1ccc(P(c2ccccc2)c2ccccc2)cc1. Product: O=S1(=O)N(CCBr)c2ccccc2N1c1ccc(Cl)cc1F. Reaction SMILES: [Br:1][CH2:2][CH2:3][CH2:4][N:5]1[S:6](=[O:22])(=[O:23])[N:7]([c:14]2[c:15]([F:21])[cH:16][c:17]([Cl:20])[cH:18][cH:19]2)[c:8]2[c:9]1[cH:10][cH:11][cH:12][cH:13]2.[Br:24][CH2:25][CH2:26][OH:27].[O:47]1[CH2:48][CH2:49][CH2:50][CH2:51]1.[c:28]1([P:29]([c:30]2[cH:31][cH:32][cH:33][cH:34][cH:35]2)[c:36]2[cH:37][cH:38][cH:39][cH:40][cH:41]2)[cH:42][cH:43][cH:44][cH:45][cH:46]1>>[N:5]1([CH2:26][CH2:25][Br:24])[S:6](=[O:22])(=[O:23])[N:7]([c:14]2[c:15]([F:21])[cH:16][c:17]([Cl:20])[cH:18][cH:19]2)[c:8]2[c:9]1[cH:10][cH:11][cH:12][cH:13]2.